From a dataset of the Open Reaction Database (ORD), a public repository of structured organic reaction records. describe an organic reaction: reactants, conditions, products, and yield The reactants are [H-].[H-].[H-].[H-].[Li+].[Al+3] (LiAlH4), C1=C(C=CC2=C1SC1=C2SC2=C1C=CC(=C2)C(=O)[O-])C(=O)[O-] ([1]benzothieno[3,2-b]benzothiophene 2,7-dicarboxylate). The solvent is C1CCOC1 (THF). Conditions: time 8 hour. Yields the product OC(C1=CC2=C(C=C1)C=1SC3=C(C1S2)C=CC(=C3)C(O)O)O (2,7-bis(dihydroxymethyl)[1]benzothieno[3,2-b]benzothiophene). Isolated yield 143.5%. Reaction SMILES: [H-].[H-].[H-].[H-].[Li+].[Al+3].[CH:7]1[C:12]2[S:13][C:14]3[C:18]4[CH:19]=[CH:20][C:21]([C:23]([O-:25])=[O:24])=[CH:22][C:17]=4[S:16][C:15]=3[C:11]=2[CH:10]=[CH:9][C:8]=1[C:26]([O-:28])=[O:27]>C1COCC1>[OH:28][CH:26]([OH:27])[C:8]1[CH:9]=[CH:10][C:11]2[C:15]3[S:16][C:17]4[CH:22]=[C:21]([CH:23]([OH:24])[OH:25])[CH:20]=[CH:19][C:18]=4[C:14]=3[S:13][C:12]=2[CH:7]=1 |f:0.1.2.3.4.5|. Procedure: LiAlH4(0.74 g, 19.5 mmol) was added to [1]benzothieno[3,2-b]benzothiophene 2,7-dicarboxylate (1.50 g 3.9 mmol) in THF (40 mL). The mixture was stirred overnight. Insoluble materials were removed by filtration and washed with hot DMSO. The solution was precipitated in 50 mL of 1 normal (“N”) HCl. The product was collected by filtration to obtain 1.86 g (75%) of pure 2,7-bis(dihydroxymethyl)[1]benzothieno[3,2-b]benzothiophene. Reactants: BrC1=C2C=C(C(C2=CC=C1C)[Si](C)(C)C1C(=CC2=C(C(=CC=C12)C)Br)C)C (Bis(4-bromo-2,5-dimethyl-1H-inden-1-yl)(dimethyl)silane), FC(C=1C=C(C=C(C1)C(F)(F)F)[Mg]Br)(F)F (3,5-bis(trifluoromethyl) phenylmagnesium bromide), white solid. Reagents/catalysts: CC(C)([P](C(C)(C)C)([Pd][P](C(C)(C)C)(C(C)(C)C)C(C)(C)C)C(C)(C)C)C (Pd(PtBu3)2), [Cl-].[Cl-].[Zn+2] (ZnCl2). Solvent: C1CCOC1 (THF), C1CCOC1 (THF), C1CCOC1 (THF), C1CCOC1 (THF). Conditions: time 1 hour. Yields the product FC(C=1C=C(C=C(C1)C(F)(F)F)C1=C2C=C(C(C2=CC=C1C)[Si](C)(C)C1C(=CC2=C(C(=CC=C12)C)C1=CC(=CC(=C1)C(F)(F)F)C(F)(F)F)C)C)(F)F (bis{4-[3,5-bis-(trifluoromethyl)phenyl]-2,5-dimethyl-1H-inden-1-yl}(dimethyl)silane). As a reaction SMILES: [F:1][C:2]([F:16])([F:15])[C:3]1[CH:4]=[C:5]([Mg]Br)[CH:6]=[C:7]([C:9]([F:12])([F:11])[F:10])[CH:8]=1.Br[C:18]1[C:26]([CH3:27])=[CH:25][CH:24]=[C:23]2[C:19]=1[CH:20]=[C:21]([CH3:43])[CH:22]2[Si:28]([CH:31]1[C:39]2[C:34](=[C:35](Br)[C:36]([CH3:40])=[CH:37][CH:38]=2)[CH:33]=[C:32]1[CH3:42])([CH3:30])[CH3:29]>C1COCC1.[Cl-].[Cl-].[Zn+2].CC(C)([P](C(C)(C)C)([Pd][P](C(C)(C)C)(C(C)(C)C)C(C)(C)C)C(C)(C)C)C>[F:1][C:2]([F:16])([F:15])[C:3]1[CH:4]=[C:5]([C:18]2[C:26]([CH3:27])=[CH:25][CH:24]=[C:23]3[C:19]=2[CH:20]=[C:21]([CH3:43])[CH:22]3[Si:28]([CH:31]2[C:39]3[C:34](=[C:35]([C:5]4[CH:6]=[C:7]([C:9]([F:12])([F:10])[F:11])[CH:8]=[C:3]([C:2]([F:1])([F:16])[F:15])[CH:4]=4)[C:36]([CH3:40])=[CH:37][CH:38]=3)[CH:33]=[C:32]2[CH3:42])([CH3:30])[CH3:29])[CH:6]=[C:7]([C:9]([F:12])([F:11])[F:10])[CH:8]=1 |f:3.4.5,^1:54,60|. Procedure: In an argon atmosphere, to a solution of 15 mL of THF with 29.0 ml of 0.5 M ZnCl2 (14.5 mmol) in THF, 13.0 ml of 1.0 M 3,5-bis(trifluoromethyl) phenylmagnesium bromide (13.0 mmol) in THF was added at ambient temperature. This mixture was stirred for 1 hour, and, then, 10.0 ml of 0.02 M Pd(PtBu3)2 (0.20 mmol, 4 mol. %) in THF and 2.51 g (5.0 mmol) of 2 were added. The resulting mixture was stirred for 5 hours at reflux. The product was isolated by flash chromatography on Silica Gel 60 (40-63 μm, ... Reactants: CCCCBr, COC(=O)C=Cc1ccc2c(c1)C(=O)NC1(CCN(C(=O)OC(C)(C)C)CC1)O2, [H-], [Na+], CN(C)C=O. Yields the product CCCCN1C(=O)c2cc(C=CC(=O)OC)ccc2OC12CCN(C(=O)OC(C)(C)C)CC2. RXN SMILES: [Br:32][CH2:33][CH2:34][CH2:35][CH3:36].[CH3:1][O:2][C:3]([CH:4]=[CH:5][c:6]1[cH:7][cH:8][c:9]2[c:10]([cH:28]1)[C:11](=[O:27])[NH:12][C:13]1([O:14]2)[CH2:15][CH2:16][N:17]([C:20](=[O:21])[O:22][C:23]([CH3:24])([CH3:25])[CH3:26])[CH2:18][CH2:19]1)=[O:29].[H-:31].[Na+:30].[O:37]=[CH:38][N:39]([CH3:40])[CH3:41]>>[CH3:1][O:2][C:3]([CH:4]=[CH:5][c:6]1[cH:7][cH:8][c:9]2[c:10]([cH:28]1)[C:11](=[O:27])[N:12]([CH2:33][CH2:34][CH2:35][CH3:36])[C:13]1([O:14]2)[CH2:15][CH2:16][N:17]([C:20](=[O:21])[O:22][C:23]([CH3:24])([CH3:25])[CH3:26])[CH2:18][CH2:19]1)=[O:29].